This data is from the Open Reaction Database (ORD), a public repository of structured organic reaction records. The task is: describe an organic reaction: reactants, conditions, products, and yield The reactants are C(C)N(C)CC(C)N1C2=CC=CC=C2SC=2C=CC(=CC12)C(N)=S (10-[(2RS)-1-(N-ethyl-N-methyl-amino)-2-propyl]-2-phenothiazinecarbothioamide), CC(CCN)C (3-methylbutylamine), S (hydrogen sulphide). Solvent: C(C)O (ethanol). Run at temperature 100 celsius. Yields the product CC(CCNC(=S)C1=CC=2N(C3=CC=CC=C3SC2C=C1)C(CN(C)CC)C)C (N-(3-Methylbutyl)-10-[(2RS)-1-(N-ethyl-N-methylamino)-2-propyl]-2-phenothiazinecarbothioamide). Reaction SMILES: [CH2:1]([N:3]([CH2:5][CH:6]([N:8]1[C:21]2[CH:20]=[C:19]([C:22](=[S:24])[NH2:23])[CH:18]=[CH:17][C:16]=2[S:15][C:14]2[C:9]1=[CH:10][CH:11]=[CH:12][CH:13]=2)[CH3:7])[CH3:4])[CH3:2].[CH3:25][CH:26]([CH3:30])[CH2:27][CH2:28]N.S>C(O)C>[CH3:25][CH:26]([CH3:30])[CH2:27][CH2:28][NH:23][C:22]([C:19]1[CH:18]=[CH:17][C:16]2[S:15][C:14]3[C:9](=[CH:10][CH:11]=[CH:12][CH:13]=3)[N:8]([CH:6]([CH3:7])[CH2:5][N:3]([CH2:1][CH3:2])[CH3:4])[C:21]=2[CH:20]=1)=[S:24]. Procedure details: A solution of 10-[(2RS)-1-(N-ethyl-N-methyl-amino)-2-propyl]-2-phenothiazinecarbothioamide (1 g) and 3-methylbutylamine (4.9 cc) in absolute ethanol (15 cc) is saturated with hydrogen sulphide and heated for 16 hours to a temperature in the region of 100° C. After being cooled, the orange solution obtained is concentrated to dryness under reduced pressure (30 mm Hg; 4 kPa) at 40° C. The residual orange oil is purified by chromatography on a column (height: 25 cm; diameter 2 cm) of silica gel (0.... Reactants: [BH4-], CCO, O=Cc1ccc([N+](=O)[O-])cc1[N+](=O)[O-], [Na+]. Product: O=[N+]([O-])c1ccc(CO)c([N+](=O)[O-])c1. RXN SMILES: [BH4-:1].[CH3:17][CH2:18][OH:19].[N+:3](=[O:4])([O-:5])[c:6]1[c:7]([CH:8]=[O:9])[cH:10][cH:11][c:12]([N+:14](=[O:15])[O-:16])[cH:13]1.[Na+:2]>>[N+:3](=[O:4])([O-:5])[c:6]1[c:7]([CH2:8][OH:9])[cH:10][cH:11][c:12]([N+:14](=[O:15])[O-:16])[cH:13]1. Reactants: BrC1=CC=C(C(=O)Cl)C=C1 (4-bromobenzoyl chloride), C(C)(C)NC(C)C (diisopropylamine). The solvent is ClCCl (dichloromethane). Conditions: time 8 hour. Yields the product C(C)(C)N(C(C1=CC=C(C=C1)Br)=O)C(C)C (N,N-diisopropyl-4-bromobenzamide). As a reaction SMILES: [Br:1][C:2]1[CH:10]=[CH:9][C:5]([C:6](Cl)=[O:7])=[CH:4][CH:3]=1.[CH:11]([NH:14][CH:15]([CH3:17])[CH3:16])([CH3:13])[CH3:12]>ClCCl>[CH:11]([N:14]([CH:15]([CH3:17])[CH3:16])[C:6](=[O:7])[C:5]1[CH:9]=[CH:10][C:2]([Br:1])=[CH:3][CH:4]=1)([CH3:13])[CH3:12]. Procedure details: To a solution of 4-bromobenzoyl chloride (10.0 g) in dry dichloromethane (60 mL) at 0° C. was slowly added diisopropylamine (19 mL; 3.0 eq). The reaction was stirred overnight under nitrogen and gradually warmed to room temperature. The solution was washed with two portions of water and the organics were dried over anhydrous magnesium sulfate, filtered and concentrated. The residue was purified by flash chromatography eluting with 15% ethyl acetate. Near quantitative yield of product was obtaine... Reactants: C1(CC1)C=1N=CC(=NC1)N[C@@H]1[C@H](CCC1)NC(C1=C(C=CC=C1)N1N=CC=N1)=O (N-[(1S,2S)-2-[(5-Cyclopropylpyrazin-2-yl)amino]cyclopentyl]-2-(2H-1,2,3-triazol-2-yl)benzamide), Intermediate 30a, CC1(OB(OC1(C)C)C(=C)C)C (4,4,5,5-tetramethyl-2-(prop-1-en-2-yl)-1,3,2-dioxaborolane), BrC=1N=CC(=NC1)N[C@@H]1[C@H](CCC1)NC(C1=C(C=CC=C1)N1N=CC=N1)=O (N-[(1S,2S)-2-[(5-bromopyrazin-2-yl)amino]cyclopentyl]-2-(2H-1,2,3-triazol-2-yl)benzamide), ClC=1N=CC(=NC1)N[C@@H]1[C@H](CCC1)NC(C1=C(C=CC=C1)N1N=CC=N1)=O (N-[(1S,2S)-2-[(5-chloropyrazin-2-yl)amino]cyclopentyl]-2-(2H-1,2,3-triazol-2-yl)benzamide). Run at time 2 hour. The product is CC(C)C=1N=CC(=NC1)N[C@@H]1[C@H](CCC1)NC(C1=C(C=CC=C1)N1N=CC=N1)=O (N-[(1S,2S)-2-{[5-(Propan-2-yl)pyrazin-2-yl]amino}cyclopentyl]-2-(2H-1,2,3-triazol-2-yl)benzamide). Reaction SMILES: [CH:1]1([C:4]2[N:5]=[CH:6][C:7]([NH:10][C@H:11]3[CH2:15][CH2:14][CH2:13][C@@H:12]3[NH:16][C:17](=[O:29])[C:18]3[CH:23]=[CH:22][CH:21]=[CH:20][C:19]=3[N:24]3[N:28]=[CH:27][CH:26]=[N:25]3)=[N:8][CH:9]=2)[CH2:3][CH2:2]1.BrC1N=CC(N[C@H]2CCC[C@@H]2NC(=O)C2C=CC=CC=2N2N=CC=N2)=NC=1.ClC1N=CC(N[C@H]2CCC[C@@H]2NC(=O)C2C=CC=CC=2N2N=CC=N2)=NC=1.CC1(C)C(C)(C)OB(C(C)=C)O1>>[CH3:3][CH:1]([C:4]1[N:5]=[CH:6][C:7]([NH:10][C@H:11]2[CH2:15][CH2:14][CH2:13][C@@H:12]2[NH:16][C:17](=[O:29])[C:18]2[CH:23]=[CH:22][CH:21]=[CH:20][C:19]=2[N:24]2[N:28]=[CH:27][CH:26]=[N:25]2)=[N:8][CH:9]=1)[CH3:2]. Reported procedure: Prepared according to the procedure for N-[(1S,2S)-2-[(5-cyclopropylpyrazin-2-yl)amino]cyclopentyl]-2-(2H-1,2,3-triazol-2-yl)benzamide (Example 112) from N-[(1S,2S)-2-[(5-bromopyrazin-2-yl)amino]cyclopentyl]-2-(2H-1,2,3-triazol-2-yl)benzamide and N-[(1S,2S)-2-[(5-chloropyrazin-2-yl)amino]cyclopentyl]-2-(2H-1,2,3-triazol-2-yl)benzamide (Intermediate 30a and 30b; 100 mg, 0.23 mmol) and 4,4,5,5-tetramethyl-2-(prop-1-en-2-yl)-1,3,2-dioxaborolane (CAS number 126726-62-3; 165 mg, 0.98 mmol) except thi... Reactants: BrC1=CC(=CC=2NCCOC21)C (8-bromo-6-methyl-3,4-dihydro-2H-benzo[1,4]oxazine), BrC1=CC=CC=2NCCCOC21 (4-bromo-6,7,8,9-tetrahydro-5-oxa-9-aza-benzocycloheptene), BrC1=CC=CC=2NCCCOC21 (4-bromo-6,7,8,9-tetrahydro-5-oxa-9-aza-benzocycloheptene), C1(=CC=CC=C1)S(=O)(=O)Cl (benzenesulfonyl chloride). The product is C1(=CC=CC=C1)S(=O)(=O)N1CCCOC2=C1C=CC=C2Br (9-benzenesulfonyl-4-bromo-6,7,8,9-tetrahydro-5-oxa-9-aza-benzocycloheptene). As a reaction SMILES: BrC1C2OCCNC=2C=C(C)C=1.[Br:13][C:14]1[C:24]2[O:23][CH2:22][CH2:21][CH2:20][NH:19][C:18]=2[CH:17]=[CH:16][CH:15]=1.[C:25]1([S:31](Cl)(=[O:33])=[O:32])[CH:30]=[CH:29][CH:28]=[CH:27][CH:26]=1>>[C:25]1([S:31]([N:19]2[C:18]3[CH:17]=[CH:16][CH:15]=[C:14]([Br:13])[C:24]=3[O:23][CH2:22][CH2:21][CH2:20]2)(=[O:33])=[O:32])[CH:30]=[CH:29][CH:28]=[CH:27][CH:26]=1. Procedure: In another variation of the above procedure, 8-bromo-6-methyl-3,4-dihydro-2H-benzo[1,4]oxazine was replaced with 4-bromo-6,7,8,9-tetrahydro-5-oxa-9-aza-benzocycloheptene (obtained by reduction of 4-bromo-6,7-dihydro-9H-5-oxa-9-aza-benzocyclohepten-8-one, which in turn was prepared by reaction of 2-amino-6-bromophenol with 3-chloropropionyl chloride as described by Combs et al.; J. Med. Chem.; 33; 380-386 1990). Reaction of 4-bromo-6,7,8,9-tetrahydro-5-oxa-9-aza-benzocycloheptene with benzenesulf...